Dataset: the Open Reaction Database (ORD), a public repository of structured organic reaction records. Task: describe an organic reaction: reactants, conditions, products, and yield Product: COc1cc(C=O)cc(CN2CCCC2)c1O. Reaction SMILES: [CH2:1]1[CH2:2][CH2:3][NH:4][CH2:5]1.[CH2:6]=[O:7].[CH3:19][CH2:20][OH:21].[OH:8][c:9]1[c:10]([O:17][CH3:18])[cH:11][c:12]([CH:13]=[O:14])[cH:15][cH:16]1>>[CH2:1]1[CH2:2][CH2:3][N:4]([CH2:6][c:16]2[c:9]([OH:8])[c:10]([O:17][CH3:18])[cH:11][c:12]([CH:13]=[O:14])[cH:15]2)[CH2:5]1. The reactants are C1CCNC1, C=O, CCO, COc1cc(C=O)ccc1O. RXN SMILES: [BH4-:4].[C:9](#[N:10])[c:11]1[c:12](-[c:17]2[cH:18][cH:19][c:20]([CH2:23][c:24]3[c:25](=[O:48])[n:26]([CH:36]4[CH2:37][CH2:38][C:39](=[CH:42][C:43](=[O:44])[O:45][CH2:46][CH3:47])[CH2:40][CH2:41]4)[c:27]4[n:28]([c:29]3[CH2:30][CH2:31][CH3:32])[n:33][cH:34][n:35]4)[cH:21][cH:22]2)[cH:13][cH:14][cH:15][cH:16]1.[CH3:6][CH2:7][OH:8].[Ca+2:3].[Cl-:1].[Cl-:2].[Na+:5].[O:49]1[CH2:50][CH2:51][CH2:52][CH2:53]1>>[C:9](#[N:10])[c:11]1[c:12](-[c:17]2[cH:18][cH:19][c:20]([CH2:23][c:24]3[c:25](=[O:48])[n:26]([CH:36]4[CH2:37][CH2:38][C:39](=[CH:42][CH2:43][OH:44])[CH2:40][CH2:41]4)[c:27]4[n:28]([c:29]3[CH2:30][CH2:31][CH3:32])[n:33][cH:34][n:35]4)[cH:21][cH:22]2)[cH:13][cH:14][cH:15][cH:16]1. The product is CCCc1c(Cc2ccc(-c3ccccc3C#N)cc2)c(=O)n(C2CCC(=CCO)CC2)c2ncnn12. The reactants are [BH4-], CCCc1c(Cc2ccc(-c3ccccc3C#N)cc2)c(=O)n(C2CCC(=CC(=O)OCC)CC2)c2ncnn12, CCO, [Ca+2], [Cl-], [Cl-], [Na+], C1CCOC1. The reactants are COC(C=1C=NC(=C(C(=O)O)C1)C=1NC(C(N1)(C)C(C)C)=O)OC (5-dimethoxymethyl-2-(4-isopropyl-4-methyl-5-oxo-2-imidazolin-2-yl)nicotinic acid), C([O-])(O)=O.[Na+] (sodium bicarbonate). Run in Cl (hydrochloric acid). Run at time 20 hour. The product is C(=O)C=1C=NC(=C(C(=O)O)C1)C=1NC(C(N1)(C)C(C)C)=O (5-formyl-2-(4-isopropyl-4-methyl-5-oxo-2-imidazolin-2-yl)nicotinic acid). RXN SMILES: C[O:2][CH:3](OC)[C:4]1[CH:5]=[N:6][C:7]([C:13]2[NH:14][C:15](=[O:22])[C:16]([CH:19]([CH3:21])[CH3:20])([CH3:18])[N:17]=2)=[C:8]([CH:12]=1)[C:9]([OH:11])=[O:10].C(=O)(O)[O-].[Na+]>Cl>[CH:3]([C:4]1[CH:5]=[N:6][C:7]([C:13]2[NH:14][C:15](=[O:22])[C:16]([CH:19]([CH3:20])[CH3:21])([CH3:18])[N:17]=2)=[C:8]([CH:12]=1)[C:9]([OH:11])=[O:10])=[O:2] |f:1.2|. Reported procedure: A fourth hapten is prepared by reacting a solution of 5-dimethoxymethyl-2-(4-isopropyl-4-methyl-5-oxo-2-imidazolin-2-yl)nicotinic acid (3.65 g, 10.9 mmol) with 2N hydrochloric acid (20 mL) with stirring at room temperature for 20 hours. The reaction mixture is basified to pH 3.1 with sodium bicarbonate and concentrated in vacuo to give a gum. The gum is triturated with an acetone/ethanol (1:1) solution, filtered and the filtrate concentrated in vacuo to obtain 5-formyl-2-(4-isopropyl-4-methyl-5-... Starting materials: FCCI (1-fluoro-2-iodoethane), C([O-])([O-])=O.[K+].[K+] (potassium carbonate), C(C)(C)(C)OC(=O)N[C@@H](C[C@@H](C(=O)OC(C)(C)C)CC1=NC=C(C=C1)O)C(=O)OC(C)(C)C (di-tert-butyl (4R)—N-(tert-butoxycarbonyl)-4-[(5-hydroxypyridin-2-yl)methyl]-L-glutamate). Run in CN(C=O)C (N,N-dimethylformamide). Run at time 4 hour. Product: C(C)(C)(C)OC(=O)N[C@@H](C[C@@H](C(=O)OC(C)(C)C)CC1=NC=C(C=C1)OCCF)C(=O)OC(C)(C)C (Di-tert-butyl (4R)—N-(tert-butoxycarbonyl)-4-{[5-(2-fluoroethoxy)pyridin-2-yl]methyl}-L-glutamate). The yield is 81.4%. Reaction SMILES: [F:1][CH2:2][CH2:3]I.C(=O)([O-])[O-].[K+].[K+].[C:11]([O:15][C:16]([NH:18][C@H:19]([C:37]([O:39][C:40]([CH3:43])([CH3:42])[CH3:41])=[O:38])[CH2:20][C@H:21]([CH2:29][C:30]1[CH:35]=[CH:34][C:33]([OH:36])=[CH:32][N:31]=1)[C:22]([O:24][C:25]([CH3:28])([CH3:27])[CH3:26])=[O:23])=[O:17])([CH3:14])([CH3:13])[CH3:12]>CN(C)C=O>[C:11]([O:15][C:16]([NH:18][C@H:19]([C:37]([O:39][C:40]([CH3:43])([CH3:42])[CH3:41])=[O:38])[CH2:20][C@H:21]([CH2:29][C:30]1[CH:35]=[CH:34][C:33]([O:36][CH2:3][CH2:2][F:1])=[CH:32][N:31]=1)[C:22]([O:24][C:25]([CH3:27])([CH3:26])[CH3:28])=[O:23])=[O:17])([CH3:12])([CH3:13])[CH3:14] |f:1.2.3|. Procedure: To a solution of 196 mg 1-fluoro-2-iodoethane (1.13 mmol) in N,N-dimethylformamide (25 mL) was subsequently added 363 mg potassium carbonate (2.63 mmol), followed by 350 mg di-tert-butyl (4R)—N-(tert-butoxycarbonyl)-4-[(5-hydroxypyridin-2-yl)methyl]-L-glutamate 0.75 mmol), and the resulting mixture was stirred for 4 h at room temperature. The mixture was than partitioned between water and dichloromethane, and the organic layer was washed with brine, dried over magnesium sulfate, and evaporated. ... As a reaction SMILES: [C:25](=[O:26])([O-:27])[O-:28].[CH3:1][O:2][C:3](=[O:4])[c:5]1[c:6]([Br:16])[c:7]([F:15])[c:8]2[c:9]([n:10]1)[n:11]([CH3:14])[cH:12][n:13]2.[CH3:31][c:32]1[cH:33][cH:34][cH:35][cH:36][cH:37]1.[CH3:38][CH2:39][O:40][C:41]([CH3:42])=[O:43].[Cs+:29].[Cs+:30].[NH2:17][c:18]1[cH:19][cH:20][cH:21][cH:22][c:23]1[F:24].[O-:45][C:46]([CH3:47])=[O:48].[O-:49][C:50]([CH3:51])=[O:52].[Pd+2:44]>>[CH3:1][O:2][C:3](=[O:4])[c:5]1[c:6]([NH:17][c:18]2[cH:19][cH:20][cH:21][cH:22][c:23]2[F:24])[c:7]([F:15])[c:8]2[c:9]([n:10]1)[n:11]([CH3:14])[cH:12][n:13]2. Starting materials: O=C([O-])[O-], COC(=O)c1nc2c(ncn2C)c(F)c1Br, Cc1ccccc1, CCOC(C)=O, [Cs+], [Cs+], Nc1ccccc1F, CC(=O)[O-], CC(=O)[O-], [Pd+2]. Yields the product COC(=O)c1nc2c(ncn2C)c(F)c1Nc1ccccc1F. The reactants are Br, OCCOC1CCN(Cc2ccccc2)CC1, CCO, [H][H]. Yields the product Br, OCCOC1CCNCC1. As a reaction SMILES: [BrH:18].[CH2:1]([c:2]1[cH:3][cH:4][cH:5][cH:6][cH:7]1)[N:8]1[CH2:9][CH2:10][CH:11]([O:14][CH2:15][CH2:16][OH:17])[CH2:12][CH2:13]1.[CH3:21][CH2:22][OH:23].[H:19][H:20]>>[BrH:18].[NH:8]1[CH2:9][CH2:10][CH:11]([O:14][CH2:15][CH2:16][OH:17])[CH2:12][CH2:13]1. Reactants: [H-].[Na+] (sodium hydride), COC(\C=C(\CBr)/C)=O ((E)-4-bromo-3-methyl-2-butenoic acid methyl ester), S(C)(=O)(=O)O.NC1=NC(=NC(=C1)Cl)S (4-Amino-6-chloro-2-mercaptopyrimidine mesylate). Procedure details: To (E)-4-hydroxy-3-methyl-2-butenoic acid methyl ester (0.75 g, 5.76 mmol) in methylene chloride cooled to -15° C. in a flame dried flask is added dibromotriphenylphosphorane (2.68 g, 6.34 mmol). The reaction is stirred at -15° C.-0° C. for two hours, quenched by addition of ice (10 ml), extracted with methylene chloride (2×10 ml), washed with saline (10 ml), dried over sodium sulfate, concentrated in vacuo, and chromatographed on silica gel (230-400 mesh, 100 ml), eluting with hexane/ethyl acet... As a reaction SMILES: S(O)(=O)(=O)C.[NH2:6][C:7]1[CH:12]=[C:11]([Cl:13])[N:10]=[C:9]([SH:14])[N:8]=1.[H-].[Na+].[CH3:17][O:18][C:19](=[O:25])/[CH:20]=[C:21](\[CH3:24])/[CH2:22]Br>CN(C=O)C>[CH3:17][O:18][C:19](=[O:25])/[CH:20]=[C:21](\[CH3:24])/[CH2:22][S:14][C:9]1[N:8]=[C:7]([NH2:6])[CH:12]=[C:11]([Cl:13])[N:10]=1 |f:0.1,2.3|. Conditions: time 15 hour. Product: COC(\C=C(\CSC1=NC(=CC(=N1)N)Cl)/C)=O ((E)-4-[(4-Amino-6-chloro-2-pyrimidinyl)thio]-3-methyl-2-butenoic acid methyl ester). The solvent is CN(C)C=O (DMF). Starting materials: Cl.C(C1=CC=CC=C1)OC1=CC(N(C=C1)C1=CC=C2C3=C(N(C2=C1)C)C(NCC3)C)=O (4-(benzyloxy)-1-(1,9-dimethyl-2,3,4,9-tetrahydro-1H-pyrido[3,4-b]indol-7-yl)pyridin-2(1H)-one hydrochloride), C=O (formaldehyde), [BH-](OC(=O)C)(OC(=O)C)OC(=O)C.[Na+] (NaBH(OAc)3). The solvent is CO (CH3OH). The product is C(C1=CC=CC=C1)OC1=CC(N(C=C1)C1=CC=C2C3=C(N(C2=C1)C)C(N(CC3)C)C)=O (4-(benzyloxy)-1-(1,2,9-trimethyl-2,3,4,9-tetrahydro-1H-pyrido[3,4-b]indol-7-yl)pyridin-2(1H)-one). Yield: 77.2%. As a reaction SMILES: Cl.[CH2:2]([O:9][C:10]1[CH:15]=[CH:14][N:13]([C:16]2[CH:24]=[C:23]3[C:19]([C:20]4[CH2:29][CH2:28][NH:27][CH:26]([CH3:30])[C:21]=4[N:22]3[CH3:25])=[CH:18][CH:17]=2)[C:12](=[O:31])[CH:11]=1)[C:3]1[CH:8]=[CH:7][CH:6]=[CH:5][CH:4]=1.C=O.[BH-](OC(C)=O)(OC(C)=O)O[C:36](C)=O.[Na+]>CO>[CH2:2]([O:9][C:10]1[CH:15]=[CH:14][N:13]([C:16]2[CH:24]=[C:23]3[C:19]([C:20]4[CH2:29][CH2:28][N:27]([CH3:36])[CH:26]([CH3:30])[C:21]=4[N:22]3[CH3:25])=[CH:18][CH:17]=2)[C:12](=[O:31])[CH:11]=1)[C:3]1[CH:4]=[CH:5][CH:6]=[CH:7][CH:8]=1 |f:0.1,3.4|. Procedure: To a solution of 4-(benzyloxy)-1-(1,9-dimethyl-2,3,4,9-tetrahydro-1H-pyrido[3,4-b]indol-7-yl)pyridin-2(1H)-one hydrochloride (205 mg, 0.470 mmol) in CH3OH (8 mL) was added formaldehyde (53 μL, 0.71 mmol) and NaBH(OAc)3 (200 mg, 0.94 mmol). The reaction was stirred at room temperature until complete and then concentrated under reduced pressure. The residue was dissolved in CH2Cl2 and washed with H2O and 5% aqueous LiCl and dried over Na2SO4. The organic solution was filtered and concentrated. The...